The task is: describe an organic reaction: reactants, conditions, products, and yield. This data is from the Open Reaction Database (ORD), a public repository of structured organic reaction records. Reagents/catalysts: CC(=O)[O-].CC(=O)[O-].[Pd+2] (Pd(OAc)2), CC(=O)[O-].CC(=O)[O-].[Pd+2] (Pd(OAc)2). Isolated yield 43.7%. Reported procedure: BINAP (0.1 g, 0.16 mmol) and Pd(OAc)2 (0.014 g, 0.06 mmol) were mixed in toluene (10 mL) and this first solution was purged with argon for 15 minutes. Phenylamine (0.3 gm, 3.22 mmol), 4-bromo-benzoic acid (0.776 g, 3.89 mmol) and Cs2CO3 (3.14 gm, 9.66 mmol) were mixed in toluene (20 mL) and this second solution was purged with argon for 15 minutes. The first solution was added to the second solution, and the resulting mixture was heated to reflux overnight. Additional BINAP (0.1 g, 0.16 mmol) an... Reactants: C=1C=CC(=CC1)P(C=2C=CC=CC2)C3=CC=C4C=CC=CC4=C3C5=C6C=CC=CC6=CC=C5P(C=7C=CC=CC7)C=8C=CC=CC8 (BINAP), C=1C=CC(=CC1)P(C=2C=CC=CC2)C3=CC=C4C=CC=CC4=C3C5=C6C=CC=CC6=CC=C5P(C=7C=CC=CC7)C=8C=CC=CC8 (BINAP), C1(=CC=CC=C1)N (Phenylamine), BrC1=CC=C(C(=O)O)C=C1 (4-bromo-benzoic acid), C(=O)([O-])[O-].[Cs+].[Cs+] (Cs2CO3). Product: C1(=CC=CC=C1)NC1=CC=C(C(=O)O)C=C1 (4-Phenylamino-benzoic acid). The solvent is C1(=CC=CC=C1)C (toluene), C1(=CC=CC=C1)C (toluene), CCCCCC (Hexane). As a reaction SMILES: C1C=CC(P(C2C(C3C(P(C4C=CC=CC=4)C4C=CC=CC=4)=CC=C4C=3C=CC=C4)=C3C(C=CC=C3)=CC=2)C2C=CC=CC=2)=CC=1.[C:47]1([NH2:53])[CH:52]=[CH:51][CH:50]=[CH:49][CH:48]=1.Br[C:55]1[CH:63]=[CH:62][C:58]([C:59]([OH:61])=[O:60])=[CH:57][CH:56]=1.C([O-])([O-])=O.[Cs+].[Cs+]>C1(C)C=CC=CC=1.CC([O-])=O.CC([O-])=O.[Pd+2].CCCCCC>[C:47]1([NH:53][C:55]2[CH:63]=[CH:62][C:58]([C:59]([OH:61])=[O:60])=[CH:57][CH:56]=2)[CH:52]=[CH:51][CH:50]=[CH:49][CH:48]=1 |f:3.4.5,7.8.9|. The reactants are COC1=C(C=O)C(=CC=C1OC)[N+](=O)[O-] (2,3-Dimethoxy-6-nitrobenzaldehyde), [Mn](=O)(=O)(=O)[O-].[K+] (potassium permanganate). Run in CC(=O)C (acetone). Yields the product COC1=C(C(=O)O)C(=CC=C1OC)[N+](=O)[O-] (2,3-Dimethoxy-6-nitrobenzoic Acid). As a reaction SMILES: [CH3:1][O:2][C:3]1[C:10]([O:11][CH3:12])=[CH:9][CH:8]=[C:7]([N+:13]([O-:15])=[O:14])[C:4]=1[CH:5]=[O:6].[Mn]([O-])(=O)(=O)=[O:17].[K+]>CC(C)=O>[CH3:1][O:2][C:3]1[C:10]([O:11][CH3:12])=[CH:9][CH:8]=[C:7]([N+:13]([O-:15])=[O:14])[C:4]=1[C:5]([OH:17])=[O:6] |f:1.2|. Procedure details: 2,3-Dimethoxy-6-nitrobenzaldehyde from Procedure 6 (331 g) was added to acetone (2.5 l) in a 12 l flask. A saturated solution (approximately 60-65 g/l) of potassium permanganate was added until TLC showed no starting material. Approximately 7 l was required. The reaction mixture was filtered to remove the MnO2 and was washed with 2.5N KOH and acetone (2 l each). The combined filtrates were evaporated to dryness and acidified with concentrated HCl. The precipitated solid was collected on a filter... Reactants: Br, CO, O=C(Cl)c1ccc2c(c1)OC(F)(F)O2, c1ccncc1, Nc1nnc(-c2ccc(Oc3cccnc3)cc2)o1. The product is O=C(Nc1nnc(-c2ccc(Oc3cccnc3)cc2)o1)c1ccc2c(c1)OC(F)(F)O2. As a reaction SMILES: [BrH:1].[CH3:41][OH:42].[F:21][C:22]1([F:34])[O:23][c:24]2[c:25]([cH:27][cH:28][c:29]([C:31](=[O:32])[Cl:33])[cH:30]2)[O:26]1.[cH:35]1[cH:36][cH:37][n:38][cH:39][cH:40]1.[n:2]1[cH:3][c:4]([O:8][c:9]2[cH:10][cH:11][c:12](-[c:15]3[n:16][n:17][c:18]([NH2:20])[o:19]3)[cH:13][cH:14]2)[cH:5][cH:6][cH:7]1>>[n:2]1[cH:3][c:4]([O:8][c:9]2[cH:10][cH:11][c:12](-[c:15]3[n:16][n:17][c:18]([NH:20][C:31]([c:29]4[cH:28][cH:27][c:25]5[c:24]([cH:30]4)[O:23][C:22]([F:21])([F:34])[O:26]5)=[O:32])[o:19]3)[cH:13][cH:14]2)[cH:5][cH:6][cH:7]1. Starting materials: CN(C(=O)C1CCCN(C(=O)OC(C)(C)C)C1)c1ccc(F)cc1, ClCCl, Cl. Yields the product Cl, CN(C(=O)C1CCCNC1)c1ccc(F)cc1. RXN SMILES: [C:1]([O:2][C:3](=[O:4])[N:8]1[CH2:9][CH:10]([C:14]([N:15]([CH3:16])[c:17]2[cH:18][cH:19][c:20]([F:23])[cH:21][cH:22]2)=[O:24])[CH2:11][CH2:12][CH2:13]1)([CH3:5])([CH3:6])[CH3:7].[Cl:26][CH2:27][Cl:28].[ClH:25]>>[ClH:25].[NH:8]1[CH2:9][CH:10]([C:14]([N:15]([CH3:16])[c:17]2[cH:18][cH:19][c:20]([F:23])[cH:21][cH:22]2)=[O:24])[CH2:11][CH2:12][CH2:13]1. Starting materials: C[O-].[Na+] (sodium methoxide), C[C@H]1[C@@H]([C@@]([C@H]([C@@H](O1)O[C@H]2C[C@](CC3=C2C(=C4C(=C3)C(=O)C5=C6C(=CC(=C5C4=O)O)[C@@]7([C@@H]([C@H]([C@@H]([C@H](O6)O7)O)N(C)C)O)C)O)(C)O)OC)(C)OC)OC (nogamycin), O (water), FC(C(=O)O)(F)F (trifluoroacetic acid), C[O-].[Na+] (sodium methoxide). The solvent is C(Cl)(Cl)Cl (CHCl3), CO (methanol). Conditions: time 5 hour. Product: C[C@@]1(C[C@@H](C2=C(C1)C=C3C(=C2O)C(=O)C4=C(C=C5C(=C4C3=O)OC6[C@H]([C@@H]([C@H](C5(O6)C)O)N(C)C)O)O)OC)O (7-0-methylnogarol). As a reaction SMILES: C[C@@H]1O[C@@H:6]([O:8][C@@H:9]2[C:14]3[C:15]([OH:43])=[C:16]4[C:27](=[O:28])[C:26]5[C:21](=[C:22]6[O:35][C@@H:34]7[O:36][C@@:30]([CH3:42])([C@H:31]([OH:41])[C@@H:32]([N:38]([CH3:40])[CH3:39])[C@@H:33]7[OH:37])[C:23]6=[CH:24][C:25]=5[OH:29])[C:19](=[O:20])[C:17]4=[CH:18][C:13]=3[CH2:12][C@:11]([OH:45])([CH3:44])[CH2:10]2)[C@H](OC)[C@@](OC)(C)[C@H]1OC.FC(F)(F)C(O)=O.C[O-].[Na+].O>CO.C(Cl)(Cl)Cl>[CH3:44][C@@:11]1([OH:45])[CH2:12][C:13]2[CH:18]=[C:17]3[C:19](=[O:20])[C:21]4[C:26](=[C:25]([OH:29])[CH:24]=[C:23]5[C:30]6([CH3:42])[O:36][CH:34]([C@@H:33]([OH:37])[C@H:32]([N:38]([CH3:39])[CH3:40])[C@H:31]6[OH:41])[O:35][C:22]5=4)[C:27](=[O:28])[C:16]3=[C:15]([OH:43])[C:14]=2[C@@H:9]([O:8][CH3:6])[CH2:10]1 |f:2.3|. Reported procedure: A Solution of 1 g. of nogamycin in 20 ml. of trifluoroacetic acid is cooled in an ice bath and stirred for 5 hours. Stirring is continued while a solution of sodium methoxide in methanol is added dropwise until the reaction mixture turns purple. One hundred ml. of water is added, the pH is adjusted to 7.0 with additional sodium methoxide, and the mixture is extracted with three 100-ml. portions of methylene chloride. The combined extracts are evaporated to dryness under reduced pressure, wt. 1.0... Starting materials: [BH4-], CCO, CCOC(C)=O, O=C(c1cccnc1)c1c(-c2cc(C(F)(F)F)ccc2F)noc1-c1cccc(Cl)c1, [Na+]. The product is OC(c1cccnc1)c1c(-c2cc(C(F)(F)F)ccc2F)noc1-c1cccc(Cl)c1. Reaction SMILES: [BH4-:32].[CH3:34][CH2:35][OH:36].[CH3:37][CH2:38][O:39][C:40](=[O:41])[CH3:42].[Cl:1][c:2]1[cH:3][c:4](-[c:8]2[c:9]([C:24](=[O:25])[c:26]3[cH:27][n:28][cH:29][cH:30][cH:31]3)[c:10](-[c:13]3[c:14]([F:23])[cH:15][cH:16][c:17]([C:19]([F:20])([F:21])[F:22])[cH:18]3)[n:11][o:12]2)[cH:5][cH:6][cH:7]1.[Na+:33]>>[Cl:1][c:2]1[cH:3][c:4](-[c:8]2[c:9]([CH:24]([OH:25])[c:26]3[cH:27][n:28][cH:29][cH:30][cH:31]3)[c:10](-[c:13]3[c:14]([F:23])[cH:15][cH:16][c:17]([C:19]([F:20])([F:21])[F:22])[cH:18]3)[n:11][o:12]2)[cH:5][cH:6][cH:7]1. RXN SMILES: [F:1][C:2]1([F:29])[CH2:7][CH2:6][N:5]([C:8]([C:10]2[NH:11][C:12]3[C:17]([CH:18]=2)=[CH:16][C:15]([O:19][CH:20]2[CH2:25][CH2:24][N:23]([CH:26]([CH3:28])[CH3:27])[CH2:22][CH2:21]2)=[CH:14][CH:13]=3)=[O:9])[CH2:4][CH2:3]1.[CH3:30][C:31]1[CH:36]=[CH:35][C:34](B(O)O)=[CH:33][CH:32]=1>>[F:29][C:2]1([F:1])[CH2:7][CH2:6][N:5]([C:8]([C:10]2[N:11]([C:34]3[CH:35]=[CH:36][C:31]([CH3:30])=[CH:32][CH:33]=3)[C:12]3[C:17]([CH:18]=2)=[CH:16][C:15]([O:19][CH:20]2[CH2:25][CH2:24][N:23]([CH:26]([CH3:27])[CH3:28])[CH2:22][CH2:21]2)=[CH:14][CH:13]=3)=[O:9])[CH2:4][CH2:3]1. The reactants are FC1(CCN(CC1)C(=O)C=1NC2=CC=C(C=C2C1)OC1CCN(CC1)C(C)C)F ((4,4-Difluoro-piperidin-1-yl)-[5-(1-isopropyl-piperidin-4-yloxy)-1H-indol-2-yl]-methanone), FC1(CCN(CC1)C(=O)C=1NC2=CC=C(C=C2C1)OC1CCN(CC1)C(C)C)F ((4,4-Difluoro-piperidin-1-yl)-[5-(1-isopropyl-piperidin-4-yloxy)-1H-indol-2-yl]-methanone), CC1=CC=C(C=C1)B(O)O (4-methylphenylboronic acid). Yields the product FC1(CCN(CC1)C(=O)C=1N(C2=CC=C(C=C2C1)OC1CCN(CC1)C(C)C)C1=CC=C(C=C1)C)F ((4,4-Difluoro-piperidin-1-yl)-[5-(1-isopropyl-piperidin-4-yloxy)-1-p-tolyl-1H-indol-2-yl]-methanone). Procedure details: In analogy to the procedure described for the synthesis of example 6, the title compound was synthesized from (4,4-difluoro-piperidin-1-yl)-[5-(1-isopropyl-piperidin-4-yloxy)-1H-indol-2-yl]-methanone (intermediate 1) and 4-methylphenylboronic acid. The title compound was obtained in 59% yield as light yellow foam. MS (m/e): 496.1 (MH+, 100%). Starting materials: C1(=CC=CC=C1)P(C1=CC=CC=C1)C1=CC=CC=C1 (triphenylphosphine), C(C)(=O)N1CCNCC1 (N-acetyl piperazine), COCCO (2-methoxyethanol), ClC1=C(C2=C(OCO2)C(=C1)C#CCOC)NC1=NC=NC2=CC(=CC(=C12)OC(C)C)OCCCCl (N-[5-chloro-7-(3-methoxyprop-1-yn-1-yl)-1,3-benzodioxol-4-yl]-7-(3-chloropropoxy)-5-isopropoxyquinazolin-4-amine), [I-].[Na+] (Sodium iodide). Run in ClCCl (dichloromethane). Run at temperature 110 celsius, time 4 hour. The product is C(C)(=O)N1CCN(CC1)CCCOC1=NC2=CC=CC(=C2C(=N1)NC1=C(C=C(C=2OCOC21)C#CCOC)Cl)OC(C)C (3-(4-acetylpiperazin-1-yl)propoxyl-N-[5-chloro-7-(3-methoxyprop-1-yn-1-yl)-1,3-benzodioxol-4-yl]-5-isopropoxyquinazolin-4-amine). As a reaction SMILES: [Cl:1][C:2]1[CH:10]=[C:9]([C:11]#[C:12][CH2:13][O:14][CH3:15])[C:5]2[O:6][CH2:7][O:8][C:4]=2[C:3]=1[NH:16][C:17]1[C:26]2[C:21](=[CH:22][C:23](OCCCCl)=[CH:24][C:25]=2[O:27][CH:28]([CH3:30])[CH3:29])[N:20]=[CH:19][N:18]=1.C1(P([C:49]2[CH:54]=[CH:53]C=CC=2)C2C=CC=CC=2)C=CC=CC=1.[C:55]([N:58]1[CH2:63][CH2:62][NH:61][CH2:60][CH2:59]1)(=[O:57])[CH3:56].[I-].[Na+].C[O:67]CCO>ClCCl>[C:55]([N:58]1[CH2:63][CH2:62][N:61]([CH2:49][CH2:54][CH2:53][O:67][C:19]2[N:18]=[C:17]([NH:16][C:3]3[C:4]4[O:8][CH2:7][O:6][C:5]=4[C:9]([C:11]#[C:12][CH2:13][O:14][CH3:15])=[CH:10][C:2]=3[Cl:1])[C:26]3[C:21](=[CH:22][CH:23]=[CH:24][C:25]=3[O:27][CH:28]([CH3:29])[CH3:30])[N:20]=2)[CH2:60][CH2:59]1)(=[O:57])[CH3:56] |f:3.4|. Procedure details: A mixture of N-[5-chloro-7-(3-methoxyprop-1-yn-1-yl)-1,3-benzodioxol-4-yl]-7-(3-chloropropoxy)-5-isopropoxyquinazolin-4-amine (0.253 g, as a 1:1.3 wt.:wt. mixture with triphenylphosphine) and N-acetyl piperazine (0.538 g) was dissolved in 2-methoxyethanol. Sodium iodide (0.031 g) was added and the reaction mixture was heated at 110° C. with stirring for 4 hours. The reaction mixture was cooled to room temperature, diluted with dichloromethane (150 ml), washed with water and brine, dried over mag... Reactants: C(C)(C)(C)OC(COC1=C(C=C(C=C1)Cl)C#C)=O (tert-butyl(4-chloro-2-ethynylphenoxy)acetate), C[Si](C#CC1=C(C=CC(=C1)S(=O)(=O)CCC)C)(C)C (2-trimethylsilylethynyl-1-methyl-4-(propylsulfonyl)benzene), C[Si](C#CC1=C(C=CC(=C1)S(=O)(=O)CCC)C)(C)C (2-trimethylsilylethynyl-1-methyl-4-(propylsulfonyl)benzene). Yields the product C(#C)C1=C(C=CC(=C1)S(=O)(=O)CCC)C (2-ethynyl-1-methyl-4-(propylsulfonyl) benzene). As a reaction SMILES: C(OC(=O)COC1C=CC(Cl)=CC=1C#C)(C)(C)C.C[Si](C)(C)[C:21]#[C:22][C:23]1[CH:28]=[C:27]([S:29]([CH2:32][CH2:33][CH3:34])(=[O:31])=[O:30])[CH:26]=[CH:25][C:24]=1[CH3:35]>>[C:22]([C:23]1[CH:28]=[C:27]([S:29]([CH2:32][CH2:33][CH3:34])(=[O:30])=[O:31])[CH:26]=[CH:25][C:24]=1[CH3:35])#[CH:21]. Procedure: Following the general method as outlined in Intermediate 3, starting from 2-trimethylsilylethynyl-1-methyl-4-(propylsulfonyl)benzene (Intermediate 39), the title compound was obtained as a brown liquid after purification by column chromatography (silica) eluting with petroleum ether and ethyl acetate.